Dataset: the Open Reaction Database (ORD), a public repository of structured organic reaction records. Task: describe an organic reaction: reactants, conditions, products, and yield Starting materials: FC1=CC=C(C=C1)N1N=CC2=CC(=CC=C12)O[C@@H]([C@H](C)N)C1=CC=C(C=C1)C(F)(F)F ((1R,2S)-1-{[1-(4-fluorophenyl)-1H-indazol-5-yl]oxy}-1-[4-(trifluoromethyl)phenyl]propan-2-amine), OC1(CC1)C(=O)O (1-hydroxycyclopropanecarboxylic acid). Yields the product FC1=CC=C(C=C1)N1N=CC2=CC(=CC=C12)O[C@@H]([C@H](C)NC(=O)C1(CC1)O)C1=CC=C(C=C1)C(F)(F)F (N-[(1R,2S)-1-[1-(4-fluorophenyl)indazol-5-yl]oxy-1-[4-(trifluoromethyl)phenyl]propan-2-yl]-1-hydroxy-cyclopropane-1-carboxamide). As a reaction SMILES: [F:1][C:2]1[CH:7]=[CH:6][C:5]([N:8]2[C:16]3[C:11](=[CH:12][C:13]([O:17][C@H:18]([C:22]4[CH:27]=[CH:26][C:25]([C:28]([F:31])([F:30])[F:29])=[CH:24][CH:23]=4)[C@@H:19]([NH2:21])[CH3:20])=[CH:14][CH:15]=3)[CH:10]=[N:9]2)=[CH:4][CH:3]=1.[OH:32][C:33]1([C:36](O)=[O:37])[CH2:35][CH2:34]1>>[F:1][C:2]1[CH:7]=[CH:6][C:5]([N:8]2[C:16]3[C:11](=[CH:12][C:13]([O:17][C@H:18]([C:22]4[CH:27]=[CH:26][C:25]([C:28]([F:29])([F:31])[F:30])=[CH:24][CH:23]=4)[C@@H:19]([NH:21][C:36]([C:33]4([OH:32])[CH2:35][CH2:34]4)=[O:37])[CH3:20])=[CH:14][CH:15]=3)[CH:10]=[N:9]2)=[CH:4][CH:3]=1. Procedure details: Prepared as described in Example 105 using (1R,2S)-1-{[1-(4-fluorophenyl)-1H-indazol-5-yl]oxy}-1-[4-(trifluoromethyl)phenyl]propan-2-amine (59a, 21 mg, 50 μmol) and 1-hydroxycyclopropanecarboxylic acid (14 mg, 150 μmol). Yield 10 mg (42%). The reactants are C(C)OC(CC(CCC)N1C(NC2=C1C=CC=C2)=O)=O (3-(2-Oxo-2,3-dihydro-benzoimidazol-1-yl)-hexanoic acid ethyl ester), resin, BrC=1C=CC(=C(C1)CO)OC ((5-bromo-2-methoxy-phenyl)-methanol), CC(C)OC(=O)/N=N/C(=O)OC(C)C (diisopropylazodicarboxylate). Solvent: C1CCOC1 (THF), C1CCOC1 (THF). Run at temperature 0 celsius. Yields the product BrC=1C=CC(=C(CN2C(N(C3=C2C=CC=C3)C(CC(=O)O)CCC)=O)C1)OC (3-[3-(5-Bromo-2-methoxy-benzyl)-2-oxo-2,3-dihydro-benzoimidazol-1-yl]-hexanoic acid). Yield: 98.4%. As a reaction SMILES: C([O:3][C:4](=[O:20])[CH2:5][CH:6]([N:10]1[C:14]2[CH:15]=[CH:16][CH:17]=[CH:18][C:13]=2[NH:12][C:11]1=[O:19])[CH2:7][CH2:8][CH3:9])C.[Br:21][C:22]1[CH:23]=[CH:24][C:25]([O:30][CH3:31])=[C:26]([CH2:28]O)[CH:27]=1.CC(OC(/N=N/C(OC(C)C)=O)=O)C>C1COCC1>[Br:21][C:22]1[CH:23]=[CH:24][C:25]([O:30][CH3:31])=[C:26]([CH:27]=1)[CH2:28][N:12]1[C:13]2[CH:18]=[CH:17][CH:16]=[CH:15][C:14]=2[N:10]([CH:6]([CH2:7][CH2:8][CH3:9])[CH2:5][C:4]([OH:3])=[O:20])[C:11]1=[O:19]. Reported procedure: 3-(2-Oxo-2,3-dihydro-benzoimidazol-1-yl)-hexanoic acid ethyl ester (96.7 mg, 0.35 mmol), prepared as described above, (5-bromo-2-methoxy-phenyl)-methanol (152 mg, 0.7 mmol) and triphenylphosphene (183.6, 0.7 mmol) were combined in a reaction vial and THF (1 mL) was added. The mixture was stirred until complete solution was attained, then cooled to 0° C., and diisopropylazodicarboxylate (0.136 mL, 0.7 mmol) was added dropwise. The reaction mixture was agitated at room temperature overnight, dilut... The reactants are O=C(Cl)C(=O)Cl, Cc1ccc(C(=O)O)c(Cl)n1, ClCCl, CN(C)C=O. Yields the product COC(=O)c1ccc(C)nc1Cl. RXN SMILES: [Cl:17][C:18]([C:19]([Cl:20])=[O:21])=[O:22].[Cl:1][c:2]1[c:3]([C:4](=[O:5])[OH:6])[cH:7][cH:8][c:9]([CH3:11])[n:10]1.[Cl:23][CH2:24][Cl:25].[O:12]=[CH:13][N:14]([CH3:15])[CH3:16]>>[Cl:1][c:2]1[c:3]([C:4](=[O:5])[O:6][CH3:13])[cH:7][cH:8][c:9]([CH3:11])[n:10]1.